Dataset: the Open Reaction Database (ORD), a public repository of structured organic reaction records. Task: describe an organic reaction: reactants, conditions, products, and yield Starting materials: O=C([O-])[O-], CCOC(=O)c1cn(Cc2ccccc2)nc1O, CN(C)C=O, COc1cc(CCl)ccc1OCc1nc(-c2ccccc2)oc1C, [K+], [K+], O. The product is CCOC(=O)c1cn(Cc2ccccc2)nc1OCc1ccc(OCc2nc(-c3ccccc3)oc2C)c(OC)c1. As a reaction SMILES: [C:43](=[O:44])([O-:45])[O-:46].[CH2:25]([c:26]1[cH:27][cH:28][cH:29][cH:30][cH:31]1)[n:32]1[n:33][c:34]([OH:42])[c:35]([C:37](=[O:38])[O:39][CH2:40][CH3:41])[cH:36]1.[CH3:49][N:50]([CH3:51])[CH:52]=[O:53].[Cl:1][CH2:2][c:3]1[cH:4][c:5]([O:23][CH3:24])[c:6]([O:7][CH2:8][c:9]2[n:10][c:11](-[c:15]3[cH:16][cH:17][cH:18][cH:19][cH:20]3)[o:12][c:13]2[CH3:14])[cH:21][cH:22]1.[K+:47].[K+:48].[OH2:54]>>[CH2:2]([c:3]1[cH:4][c:5]([O:23][CH3:24])[c:6]([O:7][CH2:8][c:9]2[n:10][c:11](-[c:15]3[cH:16][cH:17][cH:18][cH:19][cH:20]3)[o:12][c:13]2[CH3:14])[cH:21][cH:22]1)[O:42][c:34]1[n:33][n:32]([CH2:25][c:26]2[cH:27][cH:28][cH:29][cH:30][cH:31]2)[cH:36][c:35]1[C:37](=[O:38])[O:39][CH2:40][CH3:41]. Reactants: ClC1=CC=C(N)C=C1 (4-chloroaniline), N(=O)[O-].[Na+] (NaNO2), CC(=O)[O-].[Na+] (NaOAc), ClC(C(=O)OCC)C(C)=O (ethyl 2-chloro-3-oxobutanoate). Run in ice, Cl (hydrochloric acid), O (water), C(C)O (ethanol). Conditions: temperature 2.5 celsius. The product is ClC(C(=O)OCC)=NNC1=CC=C(C=C1)Cl (ethyl 2-chloro[(4-chlorophenyl)hydrazono]acetate). The yield is 73.4%. As a reaction SMILES: [Cl:1][C:2]1[CH:8]=[CH:7][C:5]([NH2:6])=[CH:4][CH:3]=1.[N:9]([O-])=O.[Na+].CC([O-])=O.[Na+].[Cl:18][CH:19](C(=O)C)[C:20]([O:22][CH2:23][CH3:24])=[O:21]>Cl.O.C(O)C>[Cl:18][C:19](=[N:9][NH:6][C:5]1[CH:7]=[CH:8][C:2]([Cl:1])=[CH:3][CH:4]=1)[C:20]([O:22][CH2:23][CH3:24])=[O:21] |f:1.2,3.4|. Procedure details: Part A: To a stirred solution of 4-chloroaniline (15.68 gram, 0.123 mol) in ice (30 ml) and concentrated hydrochloric acid (30 ml) is slowly added a solution of NaNO2 (9.0 gram, 0.13 mol) in water (16 ml) and the resulting solution is stirred for 1Hour at 0-5° C. and subsequently added to a cold mixture of NaOAc (32 gram, 0.39 mol), ethanol (520 ml) and ethyl 2-chloro-3-oxobutanoate (16.6 ml, 0.12 mol). After stirring the resulting mixture for 1 hour the formed precipitate is collected by filtra...